describe an organic reaction: reactants, conditions, products, and yield From a dataset of the Open Reaction Database (ORD), a public repository of structured organic reaction records. Starting materials: Br, O=N[O-], Nc1nc(C(F)(F)F)cs1, [Na+], [Na+], [Na+], [OH-], O, O=S([O-])O. Product: FC(F)(F)c1csc(Br)n1. As a reaction SMILES: [BrH:11].[N:12]([O-:13])=[O:14].[NH2:1][c:2]1[s:3][cH:4][c:5]([C:7]([F:8])([F:9])[F:10])[n:6]1.[Na+:15].[Na+:20].[Na+:22].[OH-:21].[OH2:23].[S:16]([O-:17])([OH:18])=[O:19]>>[c:2]1([Br:11])[s:3][cH:4][c:5]([C:7]([F:8])([F:9])[F:10])[n:6]1.